This data is from the Open Reaction Database (ORD), a public repository of structured organic reaction records. The task is: describe an organic reaction: reactants, conditions, products, and yield Starting materials: BrB(Br)Br, ClCCl, CCOC(=O)c1cnn(-c2cccc(-c3cc(F)ccc3OC)n2)c1C(F)(F)F. Yields the product CCOC(=O)c1cnn(-c2cccc(-c3cc(F)ccc3O)n2)c1C(F)(F)F. RXN SMILES: [B:30]([Br:31])([Br:32])[Br:33].[Cl:34][CH2:35][Cl:36].[F:1][c:2]1[cH:3][cH:4][c:5]([O:28][CH3:29])[c:6](-[c:8]2[cH:9][cH:10][cH:11][c:12](-[n:14]3[n:15][cH:16][c:17]([C:23](=[O:24])[O:25][CH2:26][CH3:27])[c:18]3[C:19]([F:20])([F:21])[F:22])[n:13]2)[cH:7]1>>[F:1][c:2]1[cH:3][cH:4][c:5]([OH:28])[c:6](-[c:8]2[cH:9][cH:10][cH:11][c:12](-[n:14]3[n:15][cH:16][c:17]([C:23](=[O:24])[O:25][CH2:26][CH3:27])[c:18]3[C:19]([F:20])([F:21])[F:22])[n:13]2)[cH:7]1. Starting materials: COC=1C=CC2=C(NC(C=3C(C=4C=NC=CC4C23)=O)=O)C1 (3-methoxy-5H-5,9-diaza-benzo[c]fluorene-6,7-dione), COC=1C=CC2=C(NC(C=3C(C=4C=CN=CC4C23)=O)=O)C1 (3-methoxy-5H-5,10-diaza-benzo[c]fluorene-6,7-dione), P(=O)(Cl)(Cl)Cl (phosphorus oxychloride). Conditions: temperature 60 celsius, time 3 day. Yields the product ClC1=NC2=C(C=3C=4C=NC=CC4C(C13)=O)C=CC(=C2)OC (6-chloro-3-methoxy-5,10-diaza-benzo[c]fluoren-7-one). As a reaction SMILES: COC1C=CC2C3C4C=CN=CC=4C(=O)C=3C(=O)NC=2C=1.[CH3:22][O:23][C:24]1[CH:25]=[CH:26][C:27]2[C:39]3[C:38]4[CH:37]=[N:36][CH:35]=[CH:34][C:33]=4[C:32](=[O:40])[C:31]=3[C:30](=O)[NH:29][C:28]=2[CH:42]=1.P(Cl)(Cl)([Cl:45])=O>>[Cl:45][C:30]1[C:31]2[C:32](=[O:40])[C:33]3[CH:34]=[CH:35][N:36]=[CH:37][C:38]=3[C:39]=2[C:27]2[CH:26]=[CH:25][C:24]([O:23][CH3:22])=[CH:42][C:28]=2[N:29]=1. Procedure: The mixture of 3-methoxy-5H-5,9-diaza-benzo[c]fluorene-6,7-dione and 3-methoxy-5H-5,10-diaza-benzo[c]fluorene-6,7-dione (8.77 g) obtained above was suspended in phosphorus oxychloride (359 g) and stirred at 60° C. for three days. Excess phosphorus oxychloride was evaporated under reduced pressure. The residue was treated with ice water and saturated sodium hydrogen carbonate to adjust the pH about 7. Black precipitate was collected with suction and washed water. The precipitate was purified by s... The reactants are C(CCC)C1=NC2=C(N1CC1=CC=C(C=C1)C=1C(=CC=CC1)C(=O)OC(C)(C)C)C=C(C=C2)N(C(=O)NCCCC)C (tert.butyl 4'-[(2-n-butyl-6-(N-(n-butylaminocarbonyl)-methylamino)-benzimidazol-1-yl)-methyl]biphenyl-2-carboxylate), FC(C(=O)O)(F)F (trifluoroacetic acid). The product is FC(C(=O)O)(F)F.C(CCC)C1=NC2=C(N1CC1=CC=C(C=C1)C=1C(=CC=CC1)C(=O)O)C=C(C=C2)N(C(=O)NCCCC)C (4'-[(2-n-Butyl-6-(N-(n-butylaminocarbonyl)-methylamino)-benzimidazol-1-yl)-methyl]biphenyl-2-carboxylicacid trifluoroacetate). RXN SMILES: [CH2:1]([C:5]1[N:9]([CH2:10][C:11]2[CH:16]=[CH:15][C:14]([C:17]3[C:18]([C:23]([O:25]C(C)(C)C)=[O:24])=[CH:19][CH:20]=[CH:21][CH:22]=3)=[CH:13][CH:12]=2)[C:8]2[CH:30]=[C:31]([N:34]([CH3:42])[C:35]([NH:37][CH2:38][CH2:39][CH2:40][CH3:41])=[O:36])[CH:32]=[CH:33][C:7]=2[N:6]=1)[CH2:2][CH2:3][CH3:4].[F:43][C:44]([F:49])([F:48])[C:45]([OH:47])=[O:46]>>[F:43][C:44]([F:49])([F:48])[C:45]([OH:47])=[O:46].[CH2:1]([C:5]1[N:9]([CH2:10][C:11]2[CH:12]=[CH:13][C:14]([C:17]3[C:18]([C:23]([OH:25])=[O:24])=[CH:19][CH:20]=[CH:21][CH:22]=3)=[CH:15][CH:16]=2)[C:8]2[CH:30]=[C:31]([N:34]([CH3:42])[C:35]([NH:37][CH2:38][CH2:39][CH2:40][CH3:41])=[O:36])[CH:32]=[CH:33][C:7]=2[N:6]=1)[CH2:2][CH2:3][CH3:4] |f:2.3|. Procedure: Prepared in analogous manner to Example 9 from tert.butyl 4'-[(2-n-butyl-6-(N-(n-butylaminocarbonyl)-methylamino)-benzimidazol-1-yl)-methyl]biphenyl-2-carboxylate and trifluoroacetic acid. Starting materials: Cl.C1(=CC=CC=C1)[C@H]1[C@@H](C1)N ((trans)-2-phenylcyclopropanamine hydrochloride), FC(C1=CC=C(C=O)C=C1)(F)F (4-(trifluoromethyl)benzaldehyde), [BH-](OC(=O)C)(OC(=O)C)OC(=O)C.[Na+] (NaBH(OAc)3). The solvent is C(Cl)Cl (CH2Cl2), O (water). Run at time 10 minute. Yields the product C1(=CC=CC=C1)[C@H]1[C@@H](C1)NCC1=CC=C(C=C1)C(F)(F)F (N-[(trans)-2-phenylcyclopropyl]-N-[4-(trifluoromethyl)benzyl]amine). Isolated yield 37.9%. RXN SMILES: Cl.[C:2]1([C@@H:8]2[CH2:10][C@H:9]2[NH2:11])[CH:7]=[CH:6][CH:5]=[CH:4][CH:3]=1.[F:12][C:13]([F:23])([F:22])[C:14]1[CH:21]=[CH:20][C:17]([CH:18]=O)=[CH:16][CH:15]=1.[BH-](OC(C)=O)(OC(C)=O)OC(C)=O.[Na+]>C(Cl)Cl.O>[C:2]1([C@@H:8]2[CH2:10][C@H:9]2[NH:11][CH2:18][C:17]2[CH:16]=[CH:15][C:14]([C:13]([F:12])([F:22])[F:23])=[CH:21][CH:20]=2)[CH:7]=[CH:6][CH:5]=[CH:4][CH:3]=1 |f:0.1,3.4|. Procedure: A mixture of (trans)-2-phenylcyclopropanamine hydrochloride (0.23 g, 1.36 mmol) and 4-(trifluoromethyl)benzaldehyde (0.20 mL, 1.49 mmol) in CH2Cl2 (8 mL) and water (0.5 mL) was vigorously stirred at room temperature for 10 min. Then, NaBH(OAc)3 (0.37 g, 1.76 mmol) was slowly added and stirring continued for 30 min. The reaction mixture was washed with an aqueous saturated solution of NaHCO3 (8 mL), the organic layer was dried over anhydrous Na2SO4, filtered and, after removal of the solvent, the... Reactants: C(C)(=O)C=1OC(=CC1)C (2-acetyl-5-methylfuran), COC(N(C)C)OC (N,N-dimethylformamide dimethylacetal). Product: CN(C=CC(=O)C=1OC(=CC1)C)C (3-(Dimethylamino)-1-(5-methyl-2-furanyl)-2-propen-1-one). RXN SMILES: [C:1]([C:4]1[O:5][C:6]([CH3:9])=[CH:7][CH:8]=1)(=[O:3])[CH3:2].CO[CH:12](OC)[N:13]([CH3:15])[CH3:14]>>[CH3:12][N:13]([CH3:15])[CH:14]=[CH:2][C:1]([C:4]1[O:5][C:6]([CH3:9])=[CH:7][CH:8]=1)=[O:3]. Reported procedure: A mixture of 37.24 g of 2-acetyl-5-methylfuran and 150 ml of N,N-dimethylformamide dimethylacetal was heated on a steam bath under an air condenser for 16.5 hours. The solvent was removed in vacuo and the residue taken up in dichloromethane and passed through a short column of magnesium silicate. The filtrate was evaporated on a steam bath with the addition of n-hexanes to a volume of 100-150 ml. Cooling with scratching gave 28.31 g of the desired compound, mp 123°-125° C. The reactants are Cl.[N+](=O)([O-])C1=CC=C2CCC(C2=C1)NCC1=CC=CC=C1 (6-nitro-1-(phenylmethyl)aminoindane hydrochloride). Reagents/catalysts: [Pd] (Pd/C). The solvent is CO (MeOH). Reaction conditions: time 1 hour. The product is Cl.NC1=CC=C2CCC(C2=C1)NCC1=CC=CC=C1 (6-amino-1-(phenylmethyl)aminoindane hydrochloride). As a reaction SMILES: [ClH:1].[N+:2]([C:5]1[CH:13]=[C:12]2[C:8]([CH2:9][CH2:10][CH:11]2[NH:14][CH2:15][C:16]2[CH:21]=[CH:20][CH:19]=[CH:18][CH:17]=2)=[CH:7][CH:6]=1)([O-])=O>CO.[Pd]>[ClH:1].[NH2:2][C:5]1[CH:13]=[C:12]2[C:8]([CH2:9][CH2:10][CH:11]2[NH:14][CH2:15][C:16]2[CH:17]=[CH:18][CH:19]=[CH:20][CH:21]=2)=[CH:7][CH:6]=1 |f:0.1,4.5|. Procedure details: To 6-nitro-1-(phenylmethyl)aminoindane hydrochloride (1.34 g, 4.40 mmol) in MeOH (100 ml) was added a catalytic amount of 10% Pd/C. The mixture was hydrogenated at 50 psi for 1 hr, filtered through celite, and concentrated to give 6-amino-1-(phenylmethyl)aminoindane hydrochloride which was homogeneous by TLC and used immediately in the next step. Starting materials: CC(=O)Nc1ccc(C=O)cc1, C1CCNCC1, CC(=O)C(C)CC(=O)O, Cc1ccccc1, C1CCOC1. Product: CC(=O)Nc1ccc(C=CC(=O)C(C)CC(=O)O)cc1. RXN SMILES: [C:1]([CH3:2])(=[O:3])[NH:4][c:5]1[cH:6][cH:7][c:8]([CH:9]=[O:10])[cH:11][cH:12]1.[CH2:22]1[CH2:23][CH2:24][NH:25][CH2:26][CH2:27]1.[CH3:13][CH:14]([CH2:15][C:16](=[O:17])[OH:18])[C:19](=[O:20])[CH3:21].[CH3:28][c:29]1[cH:30][cH:31][cH:32][cH:33][cH:34]1.[O:35]1[CH2:36][CH2:37][CH2:38][CH2:39]1>>[C:1]([CH3:2])(=[O:3])[NH:4][c:5]1[cH:6][cH:7][c:8]([CH:9]=[CH:21][C:19]([CH:14]([CH3:13])[CH2:15][C:16](=[O:17])[OH:18])=[O:20])[cH:11][cH:12]1. Reactants: O=c1[nH]c2ccccc2n2cnc(-c3noc(C4CC4)n3)c12, ClP(Cl)(Cl)(Cl)Cl, O=P(Cl)(Cl)Cl. Product: Clc1nc2ccccc2n2cnc(-c3noc(C4CC4)n3)c12. Reaction SMILES: [CH:1]1([c:4]2[n:5][c:6](-[c:9]3[n:10][cH:11][n:12]4[c:13]3[c:14](=[O:22])[nH:15][c:16]3[cH:17][cH:18][cH:19][cH:20][c:21]43)[n:7][o:8]2)[CH2:2][CH2:3]1.[Cl:23][P:24]([Cl:25])([Cl:26])([Cl:27])[Cl:28].[P:29]([Cl:30])([Cl:31])([Cl:32])=[O:33]>>[CH:1]1([c:4]2[n:5][c:6](-[c:9]3[n:10][cH:11][n:12]4[c:13]3[c:14]([Cl:23])[n:15][c:16]3[cH:17][cH:18][cH:19][cH:20][c:21]43)[n:7][o:8]2)[CH2:2][CH2:3]1. Starting materials: CC(=O)OC1CCC2(C)C(CCC3C2CCC2(C)C(CC[N+](=O)[O-])CCC32O)C1, ClCCl, CCOC(=O)N=NC(=O)OCC, c1ccc(P(c2ccccc2)c2ccccc2)cc1. The product is CC(=O)OC1CCC2(C)C(CCC3C2CCC2(C)C(CC#N)CCC32O)C1. As a reaction SMILES: [C:1]([CH3:2])(=[O:3])[O:4][CH:5]1[CH2:6][CH:7]2[CH2:8][CH2:9][CH:10]3[C:11]4([OH:29])[CH2:12][CH2:13][CH:14]([CH2:15][CH2:16][N+:17]([O-:18])=[O:19])[C:20]4([CH3:28])[CH2:21][CH2:22][CH:23]3[C:24]2([CH3:27])[CH2:25][CH2:26]1.[CH2:61]([Cl:62])[Cl:63].[O:49]=[C:50]([O:51][CH2:52][CH3:53])[N:54]=[N:55][C:56]([O:57][CH2:58][CH3:59])=[O:60].[c:30]1([P:31]([c:32]2[cH:33][cH:34][cH:35][cH:36][cH:37]2)[c:38]2[cH:39][cH:40][cH:41][cH:42][cH:43]2)[cH:44][cH:45][cH:46][cH:47][cH:48]1>>[C:1]([CH3:2])(=[O:3])[O:4][CH:5]1[CH2:6][CH:7]2[CH2:8][CH2:9][CH:10]3[C:11]4([OH:29])[CH2:12][CH2:13][CH:14]([CH2:15][C:16]#[N:17])[C:20]4([CH3:28])[CH2:21][CH2:22][CH:23]3[C:24]2([CH3:27])[CH2:25][CH2:26]1. Yields the product COC1CCC(C(=O)O)Cc2onc(-c3ccc(Cl)cc3)c21. As a reaction SMILES: [Br:4][CH:5]1[CH2:6][CH2:7][CH:8]([C:22](=[O:23])[O-:24])[CH2:9][c:10]2[c:11]1[c:12](-[c:15]1[cH:16][cH:17][c:18]([Cl:21])[cH:19][cH:20]1)[n:13][o:14]2.[CH3:25][OH:26].[CH3:3].[K+:2].[OH-:1].[OH2:27]>>[O:1]([CH:5]1[CH2:6][CH2:7][CH:8]([C:22](=[O:23])[OH:24])[CH2:9][c:10]2[c:11]1[c:12](-[c:15]1[cH:16][cH:17][c:18]([Cl:21])[cH:19][cH:20]1)[n:13][o:14]2)[CH3:25]. The reactants are O=C([O-])C1CCC(Br)c2c(-c3ccc(Cl)cc3)noc2C1, CO, [CH3], [K+], [OH-], O.